The task is: describe an organic reaction: reactants, conditions, products, and yield. This data is from the Open Reaction Database (ORD), a public repository of structured organic reaction records. Reactants: ClCCCl, CCCCCCC(=O)O, CN(C)c1ccncc1, ClCCl, CCOC(=O)C(Cc1ccc(CCN)cc1)OCC. Yields the product CCCCCCC(=O)NCCc1ccc(CC(OCC)C(=O)OCC)cc1. Reaction SMILES: [CH2:29]([Cl:30])[CH2:31][Cl:32].[CH3:20][CH2:21][CH2:22][CH2:23][CH2:24][CH2:25][C:26]([OH:27])=[O:28].[CH3:36][N:37]([c:38]1[cH:39][cH:40][n:41][cH:42][cH:43]1)[CH3:44].[Cl:33][CH2:34][Cl:35].[NH2:1][CH2:2][CH2:3][c:4]1[cH:5][cH:6][c:7]([CH2:10][CH:11]([C:12](=[O:13])[O:14][CH2:15][CH3:16])[O:17][CH2:18][CH3:19])[cH:8][cH:9]1>>[NH:1]([CH2:2][CH2:3][c:4]1[cH:5][cH:6][c:7]([CH2:10][CH:11]([C:12](=[O:13])[O:14][CH2:15][CH3:16])[O:17][CH2:18][CH3:19])[cH:8][cH:9]1)[C:26]([CH2:25][CH2:24][CH2:23][CH2:22][CH2:21][CH3:20])=[O:27]. The reactants are [OH-].[Na+] (NaOH), NC=1C=C2C(C(N(C2=CC1[N+](=O)[O-])CC#CCC)=O)(C)C (5-Amino-3,3-dimethyl-6-nitro-1-(pent-2-ynyl)-1,3-dihydro-indol-2-one), SnCl2 dihydrate. Reported procedure: To a solution of A7 (0.87 g) in THF (17 ml) is added a solution of SnCl2 dihydrate (2.73 g; 12.1 mmol) in hydrochloric acid (50 ml; 1 N) dropwise. The reaction mixture is stirred at RT for 3 h. After completion 1 N NaOH (until pH 12) is added and the mixture is extracted with CH2Cl2 (2×75 ml). The combined organic layer is washed with brine, dried over MgSO4 and evaporated to give 5,6-diamino-3,3-dimethyl-1-pent-2-ynyl-1,3-dihydro-indol-2-one (0.51 g) which is used without further purification. The yield is 65.5%. Reaction SMILES: [NH2:1][C:2]1[CH:3]=[C:4]2[C:8](=[CH:9][C:10]=1[N+:11]([O-])=O)[N:7]([CH2:14][C:15]#[C:16][CH2:17][CH3:18])[C:6](=[O:19])[C:5]2([CH3:21])[CH3:20].[OH-].[Na+]>C1COCC1.Cl>[NH2:1][C:2]1[CH:3]=[C:4]2[C:8](=[CH:9][C:10]=1[NH2:11])[N:7]([CH2:14][C:15]#[C:16][CH2:17][CH3:18])[C:6](=[O:19])[C:5]2([CH3:20])[CH3:21] |f:1.2|. The product is NC=1C=C2C(C(N(C2=CC1N)CC#CCC)=O)(C)C (5,6-diamino-3,3-dimethyl-1-pent-2-ynyl-1,3-dihydro-indol-2-one). Run in C1CCOC1 (THF), Cl (hydrochloric acid). Run at time 3 hour. Reactants: [Br-], CCOCC, CC(OS(C)(=O)=O)C(=O)Cl, COc1ccc2cc([Mg+])ccc2c1, Cl, C1CCOC1. Product: COc1ccc2cc(C(=O)C(C)OS(C)(=O)=O)ccc2c1. Reaction SMILES: [Br-:1].[CH2:31]([O:32][CH2:33][CH3:34])[CH3:35].[CH3:15][S:16](=[O:17])(=[O:18])[O:19][CH:20]([C:21](=[O:22])[Cl:23])[CH3:24].[CH3:2][O:3][c:4]1[cH:5][c:6]2[cH:7][cH:8][c:9]([Mg+:14])[cH:10][c:11]2[cH:12][cH:13]1.[ClH:30].[O:25]1[CH2:26][CH2:27][CH2:28][CH2:29]1>>[CH3:2][O:3][c:4]1[cH:5][c:6]2[cH:7][cH:8][c:9]([C:21]([CH:20]([O:19][S:16]([CH3:15])(=[O:17])=[O:18])[CH3:24])=[O:22])[cH:10][c:11]2[cH:12][cH:13]1. Starting materials: [H-].C(C(C)C)[Al+]CC(C)C (diisobutylaluminum hydride), BrC1=CC=C(C=C1)/C=C/C(=O)OCC ((E)-ethyl 3-(4-bromophenyl)acrylate), [OH-].[Na+] (sodium hydroxide). The solvent is ClCCl (dichloromethane). Conditions: time 2 hour. Yields the product BrC1=CC=C(C=C1)/C=C/CO ((E)-3-(4-bromophenyl)prop-2-en-1-ol). Isolated yield 100.0%. Reaction SMILES: [Br:1][C:2]1[CH:7]=[CH:6][C:5](/[CH:8]=[CH:9]/[C:10](OCC)=[O:11])=[CH:4][CH:3]=1.[H-].C([Al+]CC(C)C)C(C)C.[OH-].[Na+]>ClCCl>[Br:1][C:2]1[CH:3]=[CH:4][C:5](/[CH:8]=[CH:9]/[CH2:10][OH:11])=[CH:6][CH:7]=1 |f:1.2,3.4|. Procedure: To a solution of (E)-ethyl 3-(4-bromophenyl)acrylate (10.0 g, 39.2 mmol) in dichloromethane (151 mL) cooled to −78° C. was added a solution of diisobutylaluminum hydride (1.0 M in dichloromethane, 82 mL, 82 mmol) dropwise over 15 minutes time. The solution was then stirred for an additional 2 hours followed by the addition of a solution of 10% aqueous sodium hydroxide (250 mL). The mixture was allowed to warm to room temperature, and then the mixture was extracted with dichloromethane. The organ... Starting materials: OC=1C=C(C=CC1)C(CC)(OC)C=1SC=CN1 (2-[1-(3-hydroxyphenyl)-1-methoxypropyl]thiazole), C([O-])([O-])=O.[K+].[K+] (potassium carbonate), Br.N1=CC(=CC=C1)C#CCBr (3-(3-pyridyl)prop2-yn-1-yl bromide hydrobromide). Solvent: CC(=O)C (acetone). The product is N1=CC(=CC=C1)C#CCOC=1C=C(C=CC1)C(CC)(OC)C=1SC=CN1 (2-[1-[3-(3-(3-pyridyl)prop-2-yn-1-yloxy)phenyl]-1-methoxypropyl]thiazole). Isolated yield 59.4%. As a reaction SMILES: [OH:1][C:2]1[CH:3]=[C:4]([C:8]([C:13]2[S:14][CH:15]=[CH:16][N:17]=2)([O:11][CH3:12])[CH2:9][CH3:10])[CH:5]=[CH:6][CH:7]=1.C(=O)([O-])[O-].[K+].[K+].Br.[N:25]1[CH:30]=[CH:29][CH:28]=[C:27]([C:31]#[C:32][CH2:33]Br)[CH:26]=1>CC(C)=O>[N:25]1[CH:30]=[CH:29][CH:28]=[C:27]([C:31]#[C:32][CH2:33][O:1][C:2]2[CH:3]=[C:4]([C:8]([C:13]3[S:14][CH:15]=[CH:16][N:17]=3)([O:11][CH3:12])[CH2:9][CH3:10])[CH:5]=[CH:6][CH:7]=2)[CH:26]=1 |f:1.2.3,4.5|. Reported procedure: A mixture of 2-[1-(3-hydroxyphenyl)-1-methoxypropyl]thiazole (0.25 g), potassium carbonate (0.28 g), 3-(3-pyridyl)prop2-yn-1-yl bromide hydrobromide (0.28 g) and acetone (5 ml) was stirred and heated to reflux for 17 hours. The mixture was cooled to ambient temperature, filtered and the filtrate was evaporated. The residue was purified by column chromatography eluting with hexane/ethyl acetate (1:1 v/v) to give 2-[1-[3-(3-(3-pyridyl)prop-2-yn-1-yloxy)phenyl]-1-methoxypropyl]thiazole as an oil (0... Reactants: C(C)(C)(C)OC(=O)N1[C@@H](CC(C1)=NOC)C(=O)O ((2S,4EZ)-1-(tert-butoxycarbonyl)-4-(methoxyimino)-2-pyrrolidinecarboxylic acid), CC1=C(C=CC=C1)C1=CC=C(C=C1)C(=O)O (2′-methyl[1,1′-biphenyl]-4-carboxylic acid), FC(C=1C=C(C=CC1)N1CCNCC1)(F)F (1-[3-(trifluoromethyl)phenyl]piperazine). The product is CON=C1CN([C@@H](C1)C(=O)N1CCN(CC1)C1=CC(=CC=C1)C(F)(F)F)C(=O)C1=CC=C(C=C1)C1=C(C=CC=C1)C ((3EZ,5S)-1-[(2′-methyl[1,1′-biphenyl]-4yl)carbonyl]-5-({4-[3-(trifluoromethyl)phenyl]-1-piperazinyl}carbonyl)-3-pyrrolidinone O-methyloxime). As a reaction SMILES: C(O[C:6]([N:8]1[CH2:12][C:11](=[N:13][O:14][CH3:15])[CH2:10][C@H:9]1[C:16]([OH:18])=O)=[O:7])(C)(C)C.[CH3:19][C:20]1[CH:25]=[CH:24][CH:23]=[CH:22][C:21]=1[C:26]1[CH:31]=[CH:30][C:29](C(O)=O)=[CH:28][CH:27]=1.[F:35][C:36]([F:50])([F:49])[C:37]1[CH:38]=[C:39]([N:43]2[CH2:48][CH2:47][NH:46][CH2:45][CH2:44]2)[CH:40]=[CH:41][CH:42]=1>>[CH3:15][O:14][N:13]=[C:11]1[CH2:10][C@@H:9]([C:16]([N:46]2[CH2:45][CH2:44][N:43]([C:39]3[CH:40]=[CH:41][CH:42]=[C:37]([C:36]([F:49])([F:50])[F:35])[CH:38]=3)[CH2:48][CH2:47]2)=[O:18])[N:8]([C:6]([C:29]2[CH:28]=[CH:27][C:26]([C:21]3[CH:22]=[CH:23][CH:24]=[CH:25][C:20]=3[CH3:19])=[CH:31][CH:30]=2)=[O:7])[CH2:12]1. Reported procedure: Following the general method as outlined in Example 22, starting from (2S,4EZ)-1-(tert-butoxycarbonyl)-4-(methoxyimino)-2-pyrrolidinecarboxylic acid, 2′-methyl[1,1′-biphenyl]-4-carboxylic acid, and 1-[3-(trifluoromethyl)phenyl]piperazine, the title compound was obtained in 88% purity by HPLC. MS(ESI+): m/z=565.